This data is from the Open Reaction Database (ORD), a public repository of structured organic reaction records. The task is: describe an organic reaction: reactants, conditions, products, and yield Starting materials: Nc1nccs1, COC(=O)C1=C(O)c2ccsc2S(=O)(=O)C1, Cc1ccccc1C. The product is O=C(Nc1nccs1)C1=C(O)c2ccsc2S(=O)(=O)C1. RXN SMILES: [NH2:17][c:18]1[s:19][cH:20][cH:21][n:22]1.[OH:1][C:2]1=[C:7]([C:8]([O:10][CH3:9])=[O:11])[CH2:6][S:5](=[O:12])(=[O:13])[c:4]2[c:3]1[cH:16][cH:15][s:14]2.[c:23]1([CH3:24])[c:25]([CH3:26])[cH:27][cH:28][cH:29][cH:30]1>>[OH:1][C:2]1=[C:7]([C:8](=[O:10])[NH:17][c:18]2[s:19][cH:20][cH:21][n:22]2)[CH2:6][S:5](=[O:12])(=[O:13])[c:4]2[c:3]1[cH:16][cH:15][s:14]2. The reactants are FC(C(=O)O)(F)F (Trifluoroacetic acid), C(C)(C)(C)OC(=O)N1CCC2(COC2)CC1 (2-oxa-7-azaspiro[3.5]nonane-7-carboxylic acid tert-butyl ester), B2. Yields the product FC(C(=O)O)(F)F.C1OCC12CCNCC2 (2-Oxa-7-aza-spiro[3.5]nonane trifluoro-acetic acid salt). As a reaction SMILES: [F:1][C:2]([F:7])([F:6])[C:3]([OH:5])=[O:4].C(OC([N:15]1[CH2:23][CH2:22][C:18]2([CH2:21][O:20][CH2:19]2)[CH2:17][CH2:16]1)=O)(C)(C)C>>[F:1][C:2]([F:7])([F:6])[C:3]([OH:5])=[O:4].[CH2:19]1[C:18]2([CH2:22][CH2:23][NH:15][CH2:16][CH2:17]2)[CH2:21][O:20]1 |f:2.3|. Procedure: Trifluoroacetic acid (125 mg, 1.1 mmol) was added at 0° C. to a solution of 2-oxa-7-azaspiro[3.5]nonane-7-carboxylic acid tert-butyl ester (U.S. Pat. No. 7,105,507 B2; 50 mg, 0.22 mmol) in dichloromethane, then after 1 h the reaction mixture was concentrated to afford the title compound (83 mg), which contained approximately one additional equivalent of trifluoroacetic acid. Colorless oil, 1H-NMR (300 MHz, DMSO-d6): 8.4 (br. s, 2H), 4.32 (s, 4H), 3.05-2.95 (m, 4H), 1.95-1.9 (m, 4H). The reactants are CC=1NC(=C(C(C1C(=O)OCOC(C(C)(C)C)=O)C)C(=O)OCOC(C(C)(C)C)=O)C (bis(pivaloyloxymethyl) 1,4-dihydro-2,4,6-trimethyl-3,5-pyridinedicarboxylate), C(C)(C)OC(C)C (isopropyl ether). The solvent is O (water). Run at time 8 hour. The product is CN1C=C(C(C(=C1C)C(=O)OCOC(C(C)(C)C)=O)C)C(=O)O ((+)-1,4-dihydro-1,4,6-trimethyl-5-pivaloyloxymethoxycarbonyl-3-pyridinecarboxylic acid). The yield is 76.0%. As a reaction SMILES: [CH3:1][C:2]1[NH:3][C:4](C)=[C:5]([C:20]([O:22]COC(=O)C(C)(C)C)=[O:21])[CH:6]([CH3:19])[C:7]=1[C:8]([O:10][CH2:11][O:12][C:13](=[O:18])[C:14]([CH3:17])([CH3:16])[CH3:15])=[O:9].[CH:32](OC(C)C)(C)C>O>[CH3:32][N:3]1[C:2]([CH3:1])=[C:7]([C:8]([O:10][CH2:11][O:12][C:13](=[O:18])[C:14]([CH3:16])([CH3:15])[CH3:17])=[O:9])[CH:6]([CH3:19])[C:5]([C:20]([OH:22])=[O:21])=[CH:4]1. Procedure details: In 30 ml of isopropyl ether saturated with water was dissolved 1.32 g of the bis(pivaloyloxymethyl) 1,4-dihydro-2,4,6-trimethyl-3,5-pyridinedicarboxylate obtained in Example 18, and 300 mg of Lipase B was added thereto, followed by stirring at room temperature for 8 hours. Any insoluble matter was removed by filtration and washed with acetone. The filtrate was concentrated under reduced pressure. The residue was subjected to silica gel column chromatography (ethyl acetate/hexane =1/3) to obtain ... Reactants: FC1=CC=C2C(NC(=NC2=C1)C=1C=NC=CC1)=O (7-fluoro-2-(3-pyridyl)quinazolin-4-one), S(=O)(Cl)Cl (thionyl chloride). Product: Cl.ClC1=NC(=NC2=CC(=CC=C12)F)C=1C=NC=CC1 (4-chloro-7-fluoro-2-(3-pyridyl)quinazoline hydrochloride). RXN SMILES: [F:1][C:2]1[CH:11]=[C:10]2[C:5]([C:6](=O)[NH:7][C:8]([C:12]3[CH:13]=[N:14][CH:15]=[CH:16][CH:17]=3)=[N:9]2)=[CH:4][CH:3]=1.S(Cl)([Cl:21])=O>>[ClH:21].[Cl:21][C:6]1[C:5]2[C:10](=[CH:11][C:2]([F:1])=[CH:3][CH:4]=2)[N:9]=[C:8]([C:12]2[CH:13]=[N:14][CH:15]=[CH:16][CH:17]=2)[N:7]=1 |f:2.3|. Procedure: A suspension of the quinazolinone compound (1.2 g, prepared in Reference example 4) in 20 mL of thionyl chloride was heated to reflux for three hours. The excess of thionyl chloride was removed by distillation. The residue was distilled azeotropically with benzene (5 mL×3) and then reduced the total volume to about 5 mL. After cooling in refrigerator, precipitate was collected by filtration and washed with benzene twice to give the title compound (1.38 g) as a crystalline solid having the follow...